Dataset: the Open Reaction Database (ORD), a public repository of structured organic reaction records. Task: describe an organic reaction: reactants, conditions, products, and yield The reactants are C(=O)(O)C1CN(CC1)C(=O)OCC1=CC=CC=C1 (3-carboxy-1-phenylmethyloxycarbonylpyrrolidine), C(CCCCC)OC(=O)C1NCCC1 (2-[(hexyloxy)carbonyl]pyrrolidine). Product: C(CCCCC)OC(=O)C1CNCC1 (3-[(hexyloxy)carbonyl]pyrrolidine). RXN SMILES: [C:1]([CH:4]1[CH2:8][CH2:7][N:6](C(OCC2C=CC=CC=2)=O)[CH2:5]1)([OH:3])=[O:2].[CH2:19](OC(C1CCCN1)=O)[CH2:20][CH2:21][CH2:22][CH2:23][CH3:24]>>[CH2:19]([O:3][C:1]([CH:4]1[CH2:8][CH2:7][NH:6][CH2:5]1)=[O:2])[CH2:20][CH2:21][CH2:22][CH2:23][CH3:24]. Procedure: By substituting the 3-carboxy-1-phenylmethyloxycarbonylpyrrolidine obtained in Example 10 for the 2-[(hexyloxy)carbonyl]pyrrolidine in the procedure of Example 1, 3-[(hexyloxy)carbonyl]pyrrolidine is obtained.